This data is from the Open Reaction Database (ORD), a public repository of structured organic reaction records. The task is: describe an organic reaction: reactants, conditions, products, and yield Starting materials: [Br-], COC(C)=O, COC(=O)COc1ccc(C(C)=O)cc1OC, ClC(Cl)Cl. Product: COC(=O)COc1ccc(C(=O)CBr)cc1OC. RXN SMILES: [Br-:1].[C:19]([O:20][CH3:21])(=[O:22])[CH3:23].[CH3:2][O:3][c:4]1[c:5]([O:6][CH2:7][C:8](=[O:9])[O:10][CH3:11])[cH:12][cH:13][c:14]([C:16]([CH3:17])=[O:18])[cH:15]1.[CH:24]([Cl:25])([Cl:26])[Cl:27]>>[Br:1][CH2:17][C:16]([c:14]1[cH:13][cH:12][c:5]([O:6][CH2:7][C:8](=[O:9])[O:10][CH3:11])[c:4]([O:3][CH3:2])[cH:15]1)=[O:18]. Reactants: O=C(c1ncc[nH]1)c1ncc[nH]1, O=C(O)c1cc2c(cc1O)OCO2, ClCCl, NCCCO. Yields the product O=C(NCCCO)c1cc2c(cc1O)OCO2. RXN SMILES: [C:14]([c:15]1[nH:16][cH:17][cH:18][n:19]1)([c:20]1[nH:21][cH:22][cH:23][n:24]1)=[O:25].[CH2:1]1[O:2][c:3]2[cH:4][c:5]([OH:13])[c:6]([C:7](=[O:8])[OH:9])[cH:10][c:11]2[O:12]1.[CH2:31]([Cl:32])[Cl:33].[NH2:26][CH2:27][CH2:28][CH2:29][OH:30]>>[CH2:1]1[O:2][c:3]2[cH:4][c:5]([OH:13])[c:6]([C:7](=[O:9])[NH:26][CH2:27][CH2:28][CH2:29][OH:30])[cH:10][c:11]2[O:12]1.